Dataset: the Open Reaction Database (ORD), a public repository of structured organic reaction records. Task: describe an organic reaction: reactants, conditions, products, and yield Starting materials: N1CCNCC1 (piperazine), C(=O)([O-])[O-].[K+].[K+] (K2CO3), Example 2, BrCCCl (BrCH2CH2Cl). Run in CC#N (CH3CN). Reaction conditions: temperature 25 celsius, time 18 hour. Product: ClC1N(CCNC1)CC (chloro-ethyl piperazine). Isolated yield 61.0%. As a reaction SMILES: [NH:1]1[CH2:6][CH2:5][NH:4][CH2:3][CH2:2]1.Br[CH2:8][CH2:9][Cl:10].C([O-])([O-])=O.[K+].[K+]>CC#N>[Cl:10][CH:9]1[CH2:8][NH:4][CH2:3][CH2:2][N:1]1[CH2:6][CH3:5] |f:2.3.4|. Procedure: The piperazine Example 2 (500 mg, 1.36 mmol), BrCH2CH2Cl (0.7 mL), and K2CO3 (320 mg, 2.3 mmol) were taken up in CH3CN (2 mL) and stirred at 25° C. for 18 h. The solution was partitioned between EtOAc and water. The aqueous layer was extracted with EtOAc. The combined organic layers were washed with brine and dried (MgSO4), Filtration and concentration gave a yellow oil. The residue was purified via gradient flash chromatography (0-15% EtOAc in CH2Cl2, SiO2) which gave 357 mg (61%) of the chloro...